From a dataset of the Open Reaction Database (ORD), a public repository of structured organic reaction records. describe an organic reaction: reactants, conditions, products, and yield The reactants are compound D, O.NN (hydrazine hydrate), COC=1C=C(C=CC1OC)C1=NNC([C@H]2CCCC[C@@H]12)=O ((cis)-4-(3,4-Dimethoxyphenyl)-4a,5,6,7,8,8a-hexahydro-2H-phthalazin-1-one). Product: C1(CCCC1)OC=1C=C(C=CC1OC)C1=NNC([C@H]2CCCC[C@@H]12)=O ((cis)-4-(3-Cyclopentyloxy-4-methoxyphenyl)-4a,5,6,7,8,8a-hexahydro-2H-phthalazin-1-one). As a reaction SMILES: O.NN.[CH3:4][O:5][C:6]1[CH:7]=[C:8]([C:14]2[C@H:23]3[C@H:18]([CH2:19][CH2:20][CH2:21][CH2:22]3)[C:17](=[O:24])[NH:16][N:15]=2)[CH:9]=[CH:10][C:11]=1[O:12][CH3:13]>>[CH:4]1([O:5][C:6]2[CH:7]=[C:8]([C:14]3[C@H:23]4[C@H:18]([CH2:19][CH2:20][CH2:21][CH2:22]4)[C:17](=[O:24])[NH:16][N:15]=3)[CH:9]=[CH:10][C:11]=2[O:12][CH3:13])[CH2:10][CH2:11][CH2:6][CH2:7]1 |f:0.1|. Reported procedure: Prepared from compound D (see starting compounds) and hydrazine hydrate as described for compound 1. M.p. 175-176° C. Reactants: ClC=1C2=C(N=CN1)NC=C2Br (4-chloro-5-bromo-7H-pyrrolo[2,3-d]pyrimidine), [Li]CCCC (n-BuLi), [B-](F)(F)(F)F.[B-](F)(F)(F)F.C1C[N+]2(CC[N+]1(CC2)O)F (ACCUFLUOR), C1=CC=C(C=C1)S(=O)(=O)N(F)S(=O)(=O)C2=CC=CC=C2 (NFSi). Solvent: C1CCOC1 (THF), C1CCOC1 (THF). Run at time 30 minute. The product is ClC=1C2=C(N=CN1)NC=C2F (4-chloro-5-fluoro-7H-pyrrolo[2,3-d]pyrimidine). As a reaction SMILES: [Cl:1][C:2]1[C:3]2[C:10](Br)=[CH:9][NH:8][C:4]=2[N:5]=[CH:6][N:7]=1.[Li]CCCC.[B-](F)(F)(F)[F:18].[B-](F)(F)(F)F.C1[N+]2(O)CC[N+](F)(CC2)C1.C1C=CC(S(N(S(C2C=CC=CC=2)(=O)=O)F)(=O)=O)=CC=1>C1COCC1>[Cl:1][C:2]1[C:3]2[C:10]([F:18])=[CH:9][NH:8][C:4]=2[N:5]=[CH:6][N:7]=1 |f:2.3.4|. Procedure: A solution of 4-chloro-5-bromo-7H-pyrrolo[2,3-d]pyrimidine (800 mg, 3.45 mmol) in THF (50 mL) at −78° C. was treated with n-BuLi (1.6 M in hexane, 2.2 eq, 7.6 mmol, 4.7 mL) dropwise, and stirred for 30 minutes at the same temperature. The mixture was treated with a solution of ACCUFLUOR® NFSi (2.0 eq, 7 mmol, 2.2 g) in THF (10 mL). The reaction mixture was allowed to warm to room temperature, was stirred for 10 h, and then concentrated to dryness. The residue was dissolved in EtOAc (100 mL), was...